From a dataset of the Open Reaction Database (ORD), a public repository of structured organic reaction records. describe an organic reaction: reactants, conditions, products, and yield Starting materials: C(C1=CC=CC=C1)OC(=O)N[C@]1(C(N([C@H]1C1OOCO1)C(C(=O)OC)=O)=O)C (methyl 2-[(3R,4R)-3-benzyloxycarbonylamino-2-oxo-4-(1,2,4-trioxolan-3-yl)-methylazetidin-1-yl]-2-oxoacetate), C(O)([O-])=O.[K+] (potassium hydrogen carbonate), [BH4-].[Na+] (Sodium borohydride), C(O)([O-])=O.[K+] (potassium hydrogen carbonate). Solvent: CO (methanol). Reaction conditions: temperature 0 celsius, time 25 minute. The product is C(C1=CC=CC=C1)OC(=O)N[C@H]1C(N[C@@H]1CCO)=O ((3R,4R)-3-benzyloxycarbonylamino-4-(2-hydroxyethyl)azetidin-2-one). Reaction SMILES: [CH2:1]([O:8][C:9]([NH:11][C@:12]1(C)[C@H:15]([CH:16]2OCOO2)[N:14](C(=O)C(OC)=O)[C:13]1=[O:27])=[O:10])[C:2]1[CH:7]=[CH:6][CH:5]=[CH:4][CH:3]=1.[C:29](=O)([O-])[OH:30].[K+].[BH4-].[Na+]>CO>[CH2:1]([O:8][C:9]([NH:11][C@@H:12]1[C@@H:15]([CH2:16][CH2:29][OH:30])[NH:14][C:13]1=[O:27])=[O:10])[C:2]1[CH:3]=[CH:4][CH:5]=[CH:6][CH:7]=1 |f:1.2,3.4|. Procedure: To a solution of methyl 2-[(3R,4R)-3-benzyloxycarbonylamino-2-oxo-4-(1,2,4-trioxolan-3-yl)-methylazetidin-1-yl]-2-oxoacetate (205 mg) in methanol (4 ml) was added 1N aqueous potassium hydrogen carbonate (0.5 ml) at ambient temperature. The mixture was stirred for 25 minutes and cooled to 0° C. Sodium borohydride (40 mg) and 1N aqueous potassium hydrogen carbonate were added to the mixture at 0° C. The reaction mixture was stirred at 0° C. for 30 minutes and at ambient temperature for an addition... Reactants: FC(C=1C=C(C(=O)N2C(CC(CC2)=O)CC2=CC(=CC(=C2)F)F)C=C(C1)C(F)(F)F)(F)F ((±)-1-[3,5-bis(trifluoromethyl)benzoyl]-2-[(3,5-difluorophenyl) methyl]-4-piperidinone), CC1=C(C(=CC=C1)C)NC(CN1CCNCC1)=O (N-(2,6-dimethylphenyl)-1-piperazineacetamide), [BH4-].[Na+] (NaBH4), C(C)O (ethanol). Reagents/catalysts: CC([O-])C.[Ti+4].CC([O-])C.CC([O-])C.CC([O-])C (titanium(IV)isopropoxide). Solvent: CC(C)O (2-propanol), O (Water). Run at time 8 hour. The product is FC(C=1C=C(C(=O)N2[C@H](C[C@H](CC2)N2CCN(CC2)CC(=O)NC2=C(C=CC=C2C)C)CC2=CC(=CC(=C2)F)F)C=C(C1)C(F)(F)F)(F)F ((±)-cis-4-[1-[3,5-bis (trifluoromethyl)benzoyl]-2-[(3,5-difluorophenyl)methyl]-4-piperidinyl]-N-(2,6-dimethylphenyl)-1-piperazineacetamide). Yield: 8.2%. As a reaction SMILES: [F:1][C:2]([F:32])([F:31])[C:3]1[CH:4]=[C:5]([CH:24]=[C:25]([C:27]([F:30])([F:29])[F:28])[CH:26]=1)[C:6]([N:8]1[CH2:13][CH2:12][C:11](=O)[CH2:10][CH:9]1[CH2:15][C:16]1[CH:21]=[C:20]([F:22])[CH:19]=[C:18]([F:23])[CH:17]=1)=[O:7].[CH3:33][C:34]1[CH:39]=[CH:38][CH:37]=[C:36]([CH3:40])[C:35]=1[NH:41][C:42](=[O:50])[CH2:43][N:44]1[CH2:49][CH2:48][NH:47][CH2:46][CH2:45]1.[BH4-].[Na+].C(O)C>CC(O)C.CC(C)[O-].[Ti+4].CC(C)[O-].CC(C)[O-].CC(C)[O-].O>[F:31][C:2]([F:1])([F:32])[C:3]1[CH:4]=[C:5]([CH:24]=[C:25]([C:27]([F:30])([F:29])[F:28])[CH:26]=1)[C:6]([N:8]1[CH2:13][CH2:12][C@H:11]([N:47]2[CH2:48][CH2:49][N:44]([CH2:43][C:42]([NH:41][C:35]3[C:36]([CH3:40])=[CH:37][CH:38]=[CH:39][C:34]=3[CH3:33])=[O:50])[CH2:45][CH2:46]2)[CH2:10][C@@H:9]1[CH2:15][C:16]1[CH:17]=[C:18]([F:23])[CH:19]=[C:20]([F:22])[CH:21]=1)=[O:7] |f:2.3,6.7.8.9.10|. Procedure details: A mixture of (±)-1-[3,5-bis(trifluoromethyl)benzoyl]-2-[(3,5-difluorophenyl) methyl]-4-piperidinone (0.0058 mol), N-(2,6-dimethylphenyl)-1-piperazineacetamide (0.0058 mol) and titanium(IV)isopropoxide (0.0064 mol) in 2-propanol (5 ml) was stirred at RT overnight. NaBH4 (0.0116 mol) and ethanol (15 ml) were added. The mixture was stirred for 2 day. Water (5 ml) was added and the mixture was stirred for 10 minutes. CH2C2 (200 ml) was added. The organic layer was separated, dried, filtered and the ...